Dataset: the Open Reaction Database (ORD), a public repository of structured organic reaction records. Task: describe an organic reaction: reactants, conditions, products, and yield Starting materials: CC(C)(C)OC(=O)c1c(N)sc2c1CCOC2CN1C(=O)c2ccccc2C1=O, CCO, NN, O. Product: CC(C)(C)OC(=O)c1c(N)sc2c1CCOC2CN. RXN SMILES: [C:1]([CH3:2])([CH3:3])([CH3:4])[O:5][C:6](=[O:7])[c:8]1[c:9]([NH2:29])[s:10][c:11]2[c:16]1[CH2:15][CH2:14][O:13][CH:12]2[CH2:17][N:18]1[C:19](=[O:20])[c:21]2[c:22]([cH:23][cH:24][cH:25][cH:26]2)[C:27]1=[O:28].[CH3:33][CH2:34][OH:35].[NH2:31][NH2:32].[OH2:30]>>[C:1]([CH3:2])([CH3:3])([CH3:4])[O:5][C:6](=[O:7])[c:8]1[c:9]([NH2:29])[s:10][c:11]2[c:16]1[CH2:15][CH2:14][O:13][CH:12]2[CH2:17][NH2:18]. The reactants are OCC1N(CCC1)CC#N (2-hydroxymethyl-pyrrolidin-1-yl-acetonitrile), [H-].[H-].[H-].[H-].[Li+].[Al+3] (LiAlH4). The solvent is C1CCOC1 (THF). Product: NCCN1C(CCC1)CO ([1-(2-Amino-ethyl)-pyrrolidin-2-yl-]methanol). The yield is 62.4%. As a reaction SMILES: [OH:1][CH2:2][CH:3]1[CH2:7][CH2:6][CH2:5][N:4]1[CH2:8][C:9]#[N:10].[H-].[H-].[H-].[H-].[Li+].[Al+3]>C1COCC1>[NH2:10][CH2:9][CH2:8][N:4]1[CH2:5][CH2:6][CH2:7][CH:3]1[CH2:2][OH:1] |f:1.2.3.4.5.6|. Procedure details: The method follows that of S6 using 2-hydroxymethyl-pyrrolidin-1-yl-acetonitrile (19.5 g, 0.139 mol), LiAlH4 (15.84 g, 0.417 mol) and dry THF (150 mL). The title-compound (12.5 g, 63%) was afforded as straw-coloured oil by kugelrohr distillation (142° C., 0.3 mbar). δH (250 MHz; CDCl3); 1.6-1.9 (m, 4H, CH2CH2CH2, CH2CH2CH), 1.98 (s (broad), 3H, NH2, OH), 2.3 (m, 1H), 2.45 (m, 1H), 2.55 (m, 1H), 2.75-2.85 (m, 3H), 3.19 (m, 1H, NCHCH2), 3.4 (2×d, 1H, J=3 Hz and J=11 Hz, 1×CHCH2OH), 3.6 (2×d, 1H, J... The reactants are C[S-], CCOC(C)=O, O=C(NCC1CCN(C(c2ccccc2)c2ccccc2)CC1)c1cc(F)ccc1[N+](=O)[O-], [Na+], CN(C)C=O. Product: CSc1ccc([N+](=O)[O-])c(C(=O)NCC2CCN(C(c3ccccc3)c3ccccc3)CC2)c1. Reaction SMILES: [CH3:34][S-:35].[CH3:42][CH2:43][O:44][C:45]([CH3:46])=[O:47].[F:1][c:2]1[cH:3][cH:4][c:5]([N+:31](=[O:32])[O-:33])[c:6]([C:7](=[O:8])[NH:9][CH2:10][CH:11]2[CH2:12][CH2:13][N:14]([CH:17]([c:18]3[cH:19][cH:20][cH:21][cH:22][cH:23]3)[c:24]3[cH:25][cH:26][cH:27][cH:28][cH:29]3)[CH2:15][CH2:16]2)[cH:30]1.[Na+:36].[O:37]=[CH:38][N:39]([CH3:40])[CH3:41]>>[c:2]1([S:35][CH3:34])[cH:3][cH:4][c:5]([N+:31](=[O:32])[O-:33])[c:6]([C:7](=[O:8])[NH:9][CH2:10][CH:11]2[CH2:12][CH2:13][N:14]([CH:17]([c:18]3[cH:19][cH:20][cH:21][cH:22][cH:23]3)[c:24]3[cH:25][cH:26][cH:27][cH:28][cH:29]3)[CH2:15][CH2:16]2)[cH:30]1. Reaction SMILES: [F:1][C:2]1[CH:7]=[CH:6][C:5]([CH:8]([C:15]2[CH:20]=[CH:19][C:18]([F:21])=[CH:17][CH:16]=2)[N:9]2[CH2:14][CH2:13][NH:12][CH2:11][CH2:10]2)=[CH:4][CH:3]=1.[OH:22][CH2:23][CH2:24][NH:25][S:26]([CH2:29][CH2:30][CH2:31][CH2:32][CH2:33][CH2:34]Cl)(=[O:28])=[O:27]>C(N(C(C)C)C(C)C)C>[OH:22][CH2:23][CH2:24][NH:25][S:26]([CH2:29][CH2:30][CH2:31][CH2:32][CH2:33][CH2:34][N:12]1[CH2:11][CH2:10][N:9]([CH:8]([C:5]2[CH:4]=[CH:3][C:2]([F:1])=[CH:7][CH:6]=2)[C:15]2[CH:20]=[CH:19][C:18]([F:21])=[CH:17][CH:16]=2)[CH2:14][CH2:13]1)(=[O:28])=[O:27]. Solvent: C(C)N(C(C)C)C(C)C (N-ethyldiisopropylamine). The product is OCCNS(=O)(=O)CCCCCCN1CCN(CC1)C(C1=CC=C(C=C1)F)C1=CC=C(C=C1)F (N-(2-hydroxyethyl)-6-[4-[bis(4-fluorophenyl)methyl]-1-piperazinyl]hexanesulfonamide). Procedure details: 1-[Bis(4-fluorophenyl)methyl]piperazine (576.7 mg, 2.00 mmol) and N-(2-hydroxyethyl)-6-chlorohexanesulfonamide (487.5 mg, 2.00 mmol) were refluxed in N-ethyldiisopropylamine (2 ml) for 6 hours. The reaction mixture was concentrated in vacuo, and water was added thereto. The mixture was extracted with chloroform. The chloroform layer was washed with water, and dried over anhydrous magnesium sulfate. Subsequently, the solvent was removed by evaporation in vacuo. The resulting crude product was pur... The yield is 92.3%. Reactants: FC1=CC=C(C=C1)C(N1CCNCC1)C1=CC=C(C=C1)F (1-[Bis(4-fluorophenyl)methyl]piperazine), OCCNS(=O)(=O)CCCCCCCl (N-(2-hydroxyethyl)-6-chlorohexanesulfonamide). Starting materials: C=CCON(C(=O)C=C)C(C)C(=O)OCc1ccccc1, ClCCl. Product: CC(C(=O)OCc1ccccc1)N1OCC=CC1=O. RXN SMILES: [CH2:1]([c:2]1[cH:3][cH:4][cH:5][cH:6][cH:7]1)[O:8][C:9]([CH:10]([N:11]([O:12][CH2:13][CH:14]=[CH2:15])[C:16]([CH:17]=[CH2:18])=[O:19])[CH3:20])=[O:21].[Cl:22][CH2:23][Cl:24]>>[CH2:1]([c:2]1[cH:3][cH:4][cH:5][cH:6][cH:7]1)[O:8][C:9]([CH:10]([N:11]1[O:12][CH2:13][CH:18]=[CH:17][C:16]1=[O:19])[CH3:20])=[O:21]. Reactants: O=C(CSc1ccc(Br)cc1)Nc1cn(CCc2ccccc2)nc1C(=O)O, O=C(Cl)C(=O)Cl, [NH4+], C1CCOC1, [OH-]. Product: NC(=O)c1nn(CCc2ccccc2)cc1NC(=O)CSc1ccc(Br)cc1. As a reaction SMILES: [Br:1][c:2]1[cH:3][cH:4][c:5]([S:8][CH2:9][C:10](=[O:11])[NH:12][c:13]2[c:14]([C:26](=[O:27])[OH:28])[n:15][n:16]([CH2:18][CH2:19][c:20]3[cH:21][cH:22][cH:23][cH:24][cH:25]3)[cH:17]2)[cH:6][cH:7]1.[Cl:36][C:37]([C:38]([Cl:39])=[O:40])=[O:41].[NH4+:30].[O:31]1[CH2:32][CH2:33][CH2:34][CH2:35]1.[OH-:29]>>[Br:1][c:2]1[cH:3][cH:4][c:5]([S:8][CH2:9][C:10](=[O:11])[NH:12][c:13]2[c:14]([C:26](=[O:27])[NH2:30])[n:15][n:16]([CH2:18][CH2:19][c:20]3[cH:21][cH:22][cH:23][cH:24][cH:25]3)[cH:17]2)[cH:6][cH:7]1. Starting materials: [OH-].[Na+] (sodium hydroxide), Hydrochloride Salt, Cl.ClC1=C(C=CC=C1SC)NC(=N)N(C)C1=CC(=CC=C1)[S@](=O)C ((R)-N-(2-chloro-3-methylthiophenyl)-N′-(3-methylsulfinylphenyl)-N′-methylguanidine hydrochloride), CO (methanol). The solvent is C(Cl)(Cl)Cl (chloroform). Product: ClC1=C(C=CC=C1SC)NC(=N)N(C)C1=CC(=CC=C1)[S@](=O)C ((R)-N-(2-chloro-3-methylthiophenyl)-N′-(3-methylsulfinylphenyl)-N′-methylguanidine). The yield is 72.6%. As a reaction SMILES: Cl.[Cl:2][C:3]1[C:8]([S:9][CH3:10])=[CH:7][CH:6]=[CH:5][C:4]=1[NH:11][C:12]([N:14]([C:16]1[CH:21]=[CH:20][CH:19]=[C:18]([S@@:22]([CH3:24])=[O:23])[CH:17]=1)[CH3:15])=[NH:13].CO.[OH-].[Na+]>C(Cl)(Cl)Cl>[Cl:2][C:3]1[C:8]([S:9][CH3:10])=[CH:7][CH:6]=[CH:5][C:4]=1[NH:11][C:12]([N:14]([C:16]1[CH:21]=[CH:20][CH:19]=[C:18]([S@@:22]([CH3:24])=[O:23])[CH:17]=1)[CH3:15])=[NH:13] |f:0.1,3.4|. Reported procedure: Conversion of the Hydrochloride Salt to the Free Base (R)-N-(2-chloro-3-methylthiophenyl)-N′-(3-methylsulfinylphenyl)-N′-methylguanidine hydrochloride (0.56 g) was dissolved in chloroform (25 ml) and methanol (3 ml) added to get a clear solution and this was treated with sodium hydroxide (1N, 2×25 ml) in a separating funnel. The organic layer was separated and the aqueous layer was extracted with chloroform (20 ml). Combined organic layer was washed with water (25 ml) and passed through a bed of... Starting materials: CC(=O)OC(C)=O, CO, CC=O, O=Cc1ccc(Cl)c(Cl)c1, Cl, [K+], [OH-], O. Yields the product O=CC=Cc1ccc(Cl)c(Cl)c1. Reaction SMILES: [CH3:16][C:17]([O:18][C:19](=[O:20])[CH3:21])=[O:22].[CH3:24][OH:25].[CH:11]([CH3:12])=[O:13].[Cl:1][c:2]1[cH:3][c:4]([CH:5]=[O:6])[cH:7][cH:8][c:9]1[Cl:10].[ClH:23].[K+:15].[OH-:14].[OH2:26]>>[Cl:1][c:2]1[cH:3][c:4]([CH:5]=[CH:12][CH:11]=[O:13])[cH:7][cH:8][c:9]1[Cl:10]. Reaction SMILES: [C:1]([CH3:2])([CH3:3])([CH3:4])[O:5][C:6](=[O:7])[NH:8][CH2:9][CH2:10][CH2:11][NH:12][c:13]1[cH:14][c:15]([C:16](=[O:17])[O:18][CH3:19])[cH:20][cH:21][c:22]1[N+:23]([O-:24])=[O:25].[C:28]([O:29][CH2:30][CH3:31])(=[O:32])[CH3:33].[CH3:26][OH:27]>>[C:1]([CH3:2])([CH3:3])([CH3:4])[O:5][C:6](=[O:7])[NH:8][CH2:9][CH2:10][CH2:11][NH:12][c:13]1[cH:14][c:15]([C:16](=[O:17])[O:18][CH3:19])[cH:20][cH:21][c:22]1[NH2:23]. The reactants are COC(=O)c1ccc([N+](=O)[O-])c(NCCCNC(=O)OC(C)(C)C)c1, CCOC(C)=O, CO. The product is COC(=O)c1ccc(N)c(NCCCNC(=O)OC(C)(C)C)c1. Starting materials: C(C1=CC=CC=C1)N1CC(OCC1)C1=CC(=C(C=C1)O)Cl (4-(4-benzyl-morpholin-2-yl)-2-chloro-phenol), ClC1=C(CBr)C(=CC=C1)Cl (2,6-dichlorobenzyl bromide), C(=O)([O-])[O-].[Cs+].[Cs+] (Cs2CO3). The solvent is CC#N (CH3CN). Product: C(C1=CC=CC=C1)N1CC(OCC1)C1=CC(=C(C=C1)OCC1=C(C=CC=C1Cl)Cl)Cl (4-benzyl-2-[3-chloro-4-(2,6-dichloro-benzyloxy)-phenyl]-morpholine). The yield is 102.5%. RXN SMILES: [CH2:1]([N:8]1[CH2:13][CH2:12][O:11][CH:10]([C:14]2[CH:19]=[CH:18][C:17]([OH:20])=[C:16]([Cl:21])[CH:15]=2)[CH2:9]1)[C:2]1[CH:7]=[CH:6][CH:5]=[CH:4][CH:3]=1.[Cl:22][C:23]1[CH:30]=[CH:29][CH:28]=[C:27]([Cl:31])[C:24]=1[CH2:25]Br.C([O-])([O-])=O.[Cs+].[Cs+]>CC#N>[CH2:1]([N:8]1[CH2:13][CH2:12][O:11][CH:10]([C:14]2[CH:19]=[CH:18][C:17]([O:20][CH2:25][C:24]3[C:23]([Cl:22])=[CH:30][CH:29]=[CH:28][C:27]=3[Cl:31])=[C:16]([Cl:21])[CH:15]=2)[CH2:9]1)[C:2]1[CH:3]=[CH:4][CH:5]=[CH:6][CH:7]=1 |f:2.3.4|. Reported procedure: A mixture of 4-(4-benzyl-morpholin-2-yl)-2-chloro-phenol (0.50 g; 1.56 mmol), 2,6-dichlorobenzyl bromide (0.39 g; 1.64 mmol) and Cs2CO3 (2.55 g; 7.82 mmol) in CH3CN (20 mL) was heated under reflux overnight. After cooling to RT the resulting mixture was partitioned between EtOAc and water. The layers were separated and the organic layer, dried (MgSO4), filtered, and concentrated in vacuo. The residue was purified by column chromatography (SiO2, CH2Cl2:MeOH 98:2) to afford 4-benzyl-2-[3-chloro-4-...